From a dataset of the Open Reaction Database (ORD), a public repository of structured organic reaction records. describe an organic reaction: reactants, conditions, products, and yield The reactants are [OH-].[Na+] (sodium hydroxide), C(C)O (ethanol), aqueous solution, C(C)(C)(C)OC(=O)N1C(CN(CC1)S(=O)(=O)C1=CC2=C(S1)C=C(C=C2)Cl)C(=O)OCC (1-(tert-butoxycarbonyl)-4-[(6-chlorobenzo[b]thien-2-yl)sulfonyl]-2-(ethoxycarbonyl)piperazine). Run in O1CCCC1 (tetrahydrofuran). Reaction conditions: time 3 hour. Product: C(C)(C)(C)OC(=O)N1C(CN(CC1)S(=O)(=O)C1=CC2=C(S1)C=C(C=C2)Cl)C(=O)O (1-(tert-Butoxycarbonyl)-4-[(6-chlorobenzo[b]thien-2-yl)sulfonyl]piperazine-2-carboxylic acid). RXN SMILES: [C:1]([O:5][C:6]([N:8]1[CH2:13][CH2:12][N:11]([S:14]([C:17]2[S:21][C:20]3[CH:22]=[C:23]([Cl:26])[CH:24]=[CH:25][C:19]=3[CH:18]=2)(=[O:16])=[O:15])[CH2:10][CH:9]1[C:27]([O:29]CC)=[O:28])=[O:7])([CH3:4])([CH3:3])[CH3:2].C(O)C.[OH-].[Na+]>O1CCCC1>[C:1]([O:5][C:6]([N:8]1[CH2:13][CH2:12][N:11]([S:14]([C:17]2[S:21][C:20]3[CH:22]=[C:23]([Cl:26])[CH:24]=[CH:25][C:19]=3[CH:18]=2)(=[O:16])=[O:15])[CH2:10][CH:9]1[C:27]([OH:29])=[O:28])=[O:7])([CH3:4])([CH3:2])[CH3:3] |f:2.3|. Procedure details: In tetrahydrofuran (10 ml) was dissolved 1-(tert-butoxycarbonyl)-4-[(6-chlorobenzo[b]thien-2-yl)sulfonyl]-2-(ethoxycarbonyl)piperazine (2.25 g), followed by the addition of ethanol (20 ml) and a 3N aqueous solution (3 ml) of sodium hydroxide. The resulting mixture was stirred at room temperature for 3 hours. The reaction mixture was concentrated under reduced pressure. The residue was adjusted to have pH of 1 to 2 by the addition of a 1N aqueous solution of hydrochloric acid. Ethyl acetate was t...